Dataset: the Open Reaction Database (ORD), a public repository of structured organic reaction records. Task: describe an organic reaction: reactants, conditions, products, and yield The product is C1(CC1)C(C1CC1)NC=1SCCN1 (2-(dicyclopropylmethylamino) thiazoline). Reactants: C1(CC1)C(C1CC1)NC(=S)NCCCl (N-(1,1 dicyclopropylmethyl) N'-(β-chloroethyl) thiourea). Run in O (water). As a reaction SMILES: [CH:1]1([CH:4]([NH:8][C:9]([NH:11][CH2:12][CH2:13]Cl)=[S:10])[CH:5]2[CH2:7][CH2:6]2)[CH2:3][CH2:2]1>O>[CH:1]1([CH:4]([NH:8][C:9]2[S:10][CH2:13][CH2:12][N:11]=2)[CH:5]2[CH2:7][CH2:6]2)[CH2:3][CH2:2]1. Procedure: The raw N-(1,1-dicyclopropylmethyl) N'-(βchloroethyl) thiourea obtained by step (a) is suspended in 100 ml of water and dissolved by warming. After complete solution, the aqueous phase is extracted with ether; the organic phase is discarded. The aqueous solution is made alkaline by adding an excess of 30% soda. An oily fraction separates which is then extracted with ether. The organic solution is washed with water, dried on sodium sulphate, filtered and evaporated to dryness. The cristallized re... The reactants are C(#N)C1=CC(=NC(=N1)C)OC1=CC=C(C=C1)CS(=O)(=O)NC (1-[4-(6-cyano-2-methyl-pyrimidin-4-yl)oxyphenyl]-N-methyl-methanesulfonamide), [H][H] (hydrogen), O1CCOCC1 (1,4-Dioxane), CCO (EtOH). Reagents/catalysts: [Pd] (palladium). Run in C(C)N(CC)CC (triethylamine). Run at time 4.5 hour. Yields the product NCC1=CC(=NC(=N1)C)OC1=CC=C(C=C1)CS(=O)(=O)NC (1-[4-[6-(Aminomethyl)-2-methyl-pyrimidin-4-yl]oxyphenyl]-N-methyl-methanesulfonamide). Isolated yield 52.3%. RXN SMILES: [C:1]([C:3]1[N:8]=[C:7]([CH3:9])[N:6]=[C:5]([O:10][C:11]2[CH:16]=[CH:15][C:14]([CH2:17][S:18]([NH:21][CH3:22])(=[O:20])=[O:19])=[CH:13][CH:12]=2)[CH:4]=1)#[N:2].O1CCOCC1.CCO.[H][H]>[Pd].C(N(CC)CC)C>[NH2:2][CH2:1][C:3]1[N:8]=[C:7]([CH3:9])[N:6]=[C:5]([O:10][C:11]2[CH:12]=[CH:13][C:14]([CH2:17][S:18]([NH:21][CH3:22])(=[O:20])=[O:19])=[CH:15][CH:16]=2)[CH:4]=1. Procedure details: Combine palladium (18.54 g, 10% on charcoal), 1-[4-(6-cyano-2-methyl-pyrimidin-4-yl)oxyphenyl]-N-methyl-methanesulfonamide (46.34 g, 141.19 mmol), 1,4-Dioxane (278 mL), EtOH (185 mL), and triethylamine (78.7 mL) in a PARR reactor. Seal the PARR reactor and charge it with hydrogen (400 psi). Shake the reactor at room temperature for 4.5 h. Open the reactor and filter the contents through CELITE®. Collect and evaporate the filtrate to provide the title compound as a yellow solid (23.8 g, 48%). MS ...